Dataset: the Open Reaction Database (ORD), a public repository of structured organic reaction records. Task: describe an organic reaction: reactants, conditions, products, and yield Reactants: FC1=C(C=CC(=C1)F)[C@]1(OC1)[C@H](C)O ((1S)-1-[(2R)-2-(2,4-difluorophenyl)-2-oxiranyl]ethanol), 1.16-g, FC(COC1=CC=C(C=C1)N1C(NN=C1)=O)(C(F)F)F (4-[4-(2,2,3,3-tetrafluoropropoxy)phenyl]-3(2H,4H)-1,2,4-triazolone). Product: FC1=C(C=CC(=C1)F)[C@]1([C@@H](C)N2N=CN(C2=O)C2=CC=C(C=C2)OCC(C(F)F)(F)F)CO1 (2-[(1R,2S)-2-(2,4-difluorophenyl)-2,3-epoxy-1-methylpropyl]-4-[4-(2,2,3,3-tetrafluoropropoxy)phenyl]-3(2H,4H)-1,2,4-triazolone). RXN SMILES: [F:1][C:2]1[CH:7]=[C:6]([F:8])[CH:5]=[CH:4][C:3]=1[C@:9]1([C@@H:12](O)[CH3:13])[CH2:11][O:10]1.[F:15][C:16]([F:34])([CH:31]([F:33])[F:32])[CH2:17][O:18][C:19]1[CH:24]=[CH:23][C:22]([N:25]2[CH:29]=[N:28][NH:27][C:26]2=[O:30])=[CH:21][CH:20]=1>>[F:1][C:2]1[CH:7]=[C:6]([F:8])[CH:5]=[CH:4][C:3]=1[C@:9]1([O:10][CH2:11]1)[C@H:12]([N:27]1[C:26](=[O:30])[N:25]([C:22]2[CH:21]=[CH:20][C:19]([O:18][CH2:17][C:16]([F:15])([F:34])[CH:31]([F:32])[F:33])=[CH:24][CH:23]=2)[CH:29]=[N:28]1)[CH3:13]. Procedure: In the same manner as in Reference Example 5, starting from 1.0 g of (1S)-1-[(2R)-2-(2,4-difluorophenyl)-2-oxiranyl]ethanol and 1.16-g of 4-[4-(2,2,3,3-tetrafluoropropoxy)phenyl]-3(2H,4H)-1,2,4-triazolone, 2-[(1R,2S)-2-(2,4-difluorophenyl)-2,3-epoxy-1-methylpropyl]-4-[4-(2,2,3,3-tetrafluoropropoxy)phenyl]-3(2H,4H)-1,2,4-triazolone (1.34 g) was obtained as a colorless oil. Reactants: FC=1C=C(C=CC1)C1(CCN(CC1)C(=O)C1(CCCC1)NC(OC(C)(C)C)=O)CCN1[C@H]2CC(C[C@@H]1CC2)N2C(=NC1=C2C=CC=C1)C (1,1-dimethylethyl {1-[(4-(3-fluorophenyl)-4-{2-[(1R,5S)-3-(2-methyl-1H-benzimidazol-1-yl)-8-azabicyclo[3.2.1]oct-8-yl]ethyl}-1-piperidinyl)carbonyl]cyclopentyl}carbamate), Cl (HCl). Yields the product FC=1C=C(C=CC1)C1(CCN(CC1)C(=O)C1(CCCC1)N)CCN1[C@H]2CC(C[C@@H]1CC2)N2C(=NC1=C2C=CC=C1)C (1-[(4-(3-fluorophenyl)-4-{2-[(1R,5S)-3-(2-methyl-1H-benzimidazol-1-yl)-8-azabicyclo[3.2.1]oct-8-yl]ethyl}-1-piperidinyl)carbonyl]cyclopentanamine). Yield: 99.6%. As a reaction SMILES: [F:1][C:2]1[CH:3]=[C:4]([C:8]2([CH2:29][CH2:30][N:31]3[C@H:36]4[CH2:37][CH2:38][C@@H:32]3[CH2:33][CH:34]([N:39]3[C:43]5[CH:44]=[CH:45][CH:46]=[CH:47][C:42]=5[N:41]=[C:40]3[CH3:48])[CH2:35]4)[CH2:13][CH2:12][N:11]([C:14]([C:16]3([NH:21]C(=O)OC(C)(C)C)[CH2:20][CH2:19][CH2:18][CH2:17]3)=[O:15])[CH2:10][CH2:9]2)[CH:5]=[CH:6][CH:7]=1.Cl>>[F:1][C:2]1[CH:3]=[C:4]([C:8]2([CH2:29][CH2:30][N:31]3[C@H:32]4[CH2:38][CH2:37][C@@H:36]3[CH2:35][CH:34]([N:39]3[C:43]5[CH:44]=[CH:45][CH:46]=[CH:47][C:42]=5[N:41]=[C:40]3[CH3:48])[CH2:33]4)[CH2:13][CH2:12][N:11]([C:14]([C:16]3([NH2:21])[CH2:20][CH2:19][CH2:18][CH2:17]3)=[O:15])[CH2:10][CH2:9]2)[CH:5]=[CH:6][CH:7]=1. Reported procedure: 2,2,2-trifluoro-N-{1-[(4-(3-fluorophenyl)-4-{2-[(1R,5S)-3-(2-methyl-1H-benzimidazol-1-yl)-8-azabicyclo[3.2.1]oct-8-yl]ethyl}-1-piperidinyl)carbonyl]cyclopentyl}acetamide was obtained from treating 1,1-dimethylethyl {1-[(4-(3-fluorophenyl)-4-{2-[(1R,5S)-3-(2-methyl-1H-benzimidazol-1-yl)-8-azabicyclo[3.2.1]oct-8-yl]ethyl}-1-piperidinyl)carbonyl]cyclopentyl}carbamate (0.627 g, 0.95 mmol) with HCl as outlined in the procedure for Example 890 to form 1-[(4-(3-fluorophenyl)-4-{2-[(1R,5S)-3-(2-methyl-1...